Dataset: the Open Reaction Database (ORD), a public repository of structured organic reaction records. Task: describe an organic reaction: reactants, conditions, products, and yield Starting materials: O (water), C(C1=CC=CC=C1)(=O)CCC(=O)O (3-benzoylpropionic acid), C([O-])([O-])=O.[K+].[K+] (potassium carbonate), O(C1=CC=CC=C1)C=1C=C(CBr)C=CC1 (m-phenoxybenzyl bromide). The solvent is CN(C=O)C (dimethylformamide). Run at time 4 hour. Yields the product C(C1=CC=CC=C1)(=O)CCC(=O)OCC1=CC(=CC=C1)OC1=CC=CC=C1 (m-phenoxybenzyl 3-benzoylpropionate). Reaction SMILES: [C:1]([CH2:9][CH2:10][C:11]([OH:13])=[O:12])(=[O:8])[C:2]1[CH:7]=[CH:6][CH:5]=[CH:4][CH:3]=1.C(=O)([O-])[O-].[K+].[K+].[O:20]([C:27]1[CH:28]=[C:29]([CH:32]=[CH:33][CH:34]=1)[CH2:30]Br)[C:21]1[CH:26]=[CH:25][CH:24]=[CH:23][CH:22]=1.O>CN(C)C=O>[C:1]([CH2:9][CH2:10][C:11]([O:13][CH2:30][C:29]1[CH:32]=[CH:33][CH:34]=[C:27]([O:20][C:21]2[CH:26]=[CH:25][CH:24]=[CH:23][CH:22]=2)[CH:28]=1)=[O:12])(=[O:8])[C:2]1[CH:7]=[CH:6][CH:5]=[CH:4][CH:3]=1 |f:1.2.3|. Reported procedure: To 12 g of 3-benzoylpropionic acid and 9.3 g of potassium carbonate in 100 ml of dimethylformamide (DMF), under nitrogen, is added m-phenoxybenzyl bromide (17.1 g). The reaction is stirred about 4 hr and then water added followed by extraction with ether. The combined extracts are washed with water, saturated sodium chloride, dried over calcium sulfate and rotoevaporated to give m-phenoxybenzyl 3-benzoylpropionate which can be further purified by prep. TLC eluting with 15% ethyl acetate/hexane. The reactants are CCOCC (ether), C(C)(=O)NC1=C(C(=NC(=C1)Cl)C(=O)OC)Cl (methyl 4-acetamido-3,6-dichloropyridine-2-carboxylate), C(C)OC=C[Sn](CCCC)(CCCC)CCCC (ethoxyvinyltributyltin), [F-].[Cs+] (cesium fluoride). The reagents and catalysts are Cl[Pd]([P](C1=CC=CC=C1)(C2=CC=CC=C2)C3=CC=CC=C3)([P](C4=CC=CC=C4)(C5=CC=CC=C5)C6=CC=CC=C6)Cl (Dichlorobis(triphenylphosphine)palladium(II)). Solvent: O1CCOCC1 (dioxane). Conditions: temperature 100 celsius. Yields the product C(C)(=O)NC1=C(C(=NC(=C1)C(=C)OCC)C(=O)OC)Cl (methyl 4-acetamido-3-chloro-6-(1-ethoxyvinyl)pryidine-2-carboxylate). The yield is 65.0%. Reaction SMILES: [C:1]([NH:4][C:5]1[CH:10]=[C:9](Cl)[N:8]=[C:7]([C:12]([O:14][CH3:15])=[O:13])[C:6]=1[Cl:16])(=[O:3])[CH3:2].[CH2:17]([O:19][CH:20]=[CH:21][Sn](CCCC)(CCCC)CCCC)[CH3:18].[F-].[Cs+].CCOCC>O1CCOCC1.Cl[Pd](Cl)([P](C1C=CC=CC=1)(C1C=CC=CC=1)C1C=CC=CC=1)[P](C1C=CC=CC=1)(C1C=CC=CC=1)C1C=CC=CC=1>[C:1]([NH:4][C:5]1[CH:10]=[C:9]([C:17]([O:19][CH2:20][CH3:21])=[CH2:18])[N:8]=[C:7]([C:12]([O:14][CH3:15])=[O:13])[C:6]=1[Cl:16])(=[O:3])[CH3:2] |f:2.3,^1:50,69|. Procedure: A solution of methyl 4-acetamido-3,6-dichloropyridine-2-carboxylate (0.988 g, 4.0 mmol), ethoxyvinyltributyltin (2.70 mL, 8.0 mmol) and cesium fluoride (1.34 g, 8.8 mmol) in dioxane (20 mL) was sparged with nitrogen for 15 minutes. Dichlorobis(triphenylphosphine)palladium(II) (0.140 g, 0.2 mmol) was then added and the mixture was heated at 100° C. for 5 hours. After cooling, ether was added and the reaction mixture filtered through a silica plug. The solvents were removed and the crude product w... Starting materials: N=1C=C2C=C(SC3=CC=CC1N23)C(=O)OCC (ethyl 5-thia-1,8b-diazaacenaphthylene-4-carboxylate), [H-].C(C(C)C)[Al+]CC(C)C.C1(=CC=CC=C1)C (diisobutylaluminum hydride toluene), [H-].C(C(C)C)[Al+]CC(C)C.C1(=CC=CC=C1)C (diisobutylaluminum hydride toluene), CO (methanol), [H-].C(C(C)C)[Al+]CC(C)C.C1(=CC=CC=C1)C (diisobutylaluminum hydride toluene), [H-].C(C(C)C)[Al+]CC(C)C (diisobutylaluminum hydride). The solvent is O (water), ClCCl (dichloromethane). Reaction conditions: temperature 0 celsius, time 0.5 hour. Yields the product N=1C=C2C=C(SC3=CC=CC1N23)CO (5-thia-1,8b-diazaacenaphthylene-4-methanol). As a reaction SMILES: [N:1]1[CH:2]=[C:3]2[N:12]3[C:7](=[CH:8][CH:9]=[CH:10][C:11]=13)[S:6][C:5]([C:13](OCC)=[O:14])=[CH:4]2.[H-].C([Al+]CC(C)C)C(C)C.C1(C)C=CC=CC=1.CO.[H-].C([Al+]CC(C)C)C(C)C>ClCCl.O>[N:1]1[CH:2]=[C:3]2[N:12]3[C:7](=[CH:8][CH:9]=[CH:10][C:11]=13)[S:6][C:5]([CH2:13][OH:14])=[CH:4]2 |f:1.2.3,5.6|. Procedure: To 10.757 g (43.676 mM) of ethyl 5-thia-1,8b-diazaacenaphthylene-4-carboxylate in 200 ml of dichloromethane was added a 20 ml (approx.) portion of 87.4 ml (131 mM) of 1.5M diisobutylaluminum hydride-toluene at −78° C. and the temperature was increased to about 0° C. After this mixture was cooled to −78° C. again, about 30 ml of 1.5M diisobutylaluminum hydride-toluene was added and the temperature was increased to about 0° C. This reaction mixture was further cooled to −78° C. and the remainder o... Reactants: C(C)(=O)NC1=CC2=CC=C(C=C2C=C1)OCC1=NC=CC=C1 (2-acetylamino-6-(2-pyridylmethyloxy)-naphthalene), Cl (hydrochloric acid), [OH-].[Na+] (sodium hydroxide). The solvent is COCCO (2-methoxyethanol). Yields the product NC1=CC2=CC=C(C=C2C=C1)OCC1=NC=CC=C1 (2-amino-6-(2-pyridylmethyloxy)naphthalene). The yield is 99.9%. As a reaction SMILES: C([NH:4][C:5]1[CH:14]=[CH:13][C:12]2[C:7](=[CH:8][CH:9]=[C:10]([O:15][CH2:16][C:17]3[CH:22]=[CH:21][CH:20]=[CH:19][N:18]=3)[CH:11]=2)[CH:6]=1)(=O)C.Cl.[OH-].[Na+]>COCCO>[NH2:4][C:5]1[CH:14]=[CH:13][C:12]2[C:7](=[CH:8][CH:9]=[C:10]([O:15][CH2:16][C:17]3[CH:22]=[CH:21][CH:20]=[CH:19][N:18]=3)[CH:11]=2)[CH:6]=1 |f:2.3|. Procedure details: To a solution of 2-acetylamino-6-(2-pyridylmethyloxy)-naphthalene (0.76 g,) in 2-methoxyethanol (15 ml) was added 1N-hydrochloric acid (15 ml) and the resulting mixture was stirred with heating under reflux for 3 hours. After completion of the reaction, the reaction mixture was cooled to room temperature, made basic with an aqueous solution of sodium hydroxide, and then extracted with ethyl acetate. The organic layer was washed with a saturated saline solution, dried over anhydrous magnesium sul...